Dataset: the Open Reaction Database (ORD), a public repository of structured organic reaction records. Task: describe an organic reaction: reactants, conditions, products, and yield The reactants are N12CCC(CC1)(C2)C(C#N)(C2=CC=CC=C2)C2=CC=CC=C2 (1-azabicyclo[2.2.1]hept-4-yl(diphenyl)acetonitrile), BrCCCC1=CC=CC=C1 ((3-bromopropyl)benzene). Run in 2CH3CN/3CHCl3. Yields the product [Br-].C(#N)C(C12CC[N+](CC1)(C2)CCCC2=CC=CC=C2)(C2=CC=CC=C2)C2=CC=CC=C2 (4-[cyano(diphenyl)methyl]-1-(3-phenylpropyl)-1-azoniabicyclo[2.2.1]heptane bromide). Isolated yield 44.3%. As a reaction SMILES: [N:1]12[CH2:7][C:4]([C:8]([C:17]3[CH:22]=[CH:21][CH:20]=[CH:19][CH:18]=3)([C:11]3[CH:16]=[CH:15][CH:14]=[CH:13][CH:12]=3)[C:9]#[N:10])([CH2:5][CH2:6]1)[CH2:3][CH2:2]2.[Br:23][CH2:24][CH2:25][CH2:26][C:27]1[CH:32]=[CH:31][CH:30]=[CH:29][CH:28]=1>>[Br-:23].[C:9]([C:8]([C:17]1[CH:22]=[CH:21][CH:20]=[CH:19][CH:18]=1)([C:11]1[CH:12]=[CH:13][CH:14]=[CH:15][CH:16]=1)[C:4]12[CH2:7][N+:1]([CH2:24][CH2:25][CH2:26][C:27]3[CH:32]=[CH:31][CH:30]=[CH:29][CH:28]=3)([CH2:6][CH2:5]1)[CH2:2][CH2:3]2)#[N:10] |f:2.3|. Procedure details: Following the general procedure outlined in Example 24, 1-azabicyclo[2.2.1]hept-4-yl(diphenyl)acetonitrile (0.044 g, 0.152 mmol) and (3-bromopropyl)benzene (0.035 mL, 0.230 mmol) in 2CH3CN/3CHCl3 (3.5 mL) were reacted to give the desired product (0.0328 g, 44.3%). EI-MS m/z 407 (M+) Rt (1.82 min).